Dataset: the Open Reaction Database (ORD), a public repository of structured organic reaction records. Task: describe an organic reaction: reactants, conditions, products, and yield Starting materials: CN(CCCl)C(=O)OCc1ccccc1, COc1ccc(C2Sc3cc(OCc4ccccc4)ccc3NC(=O)C2O)cc1, CS(C)=O, [K+], [OH-]. The product is COc1ccc(C2Sc3cc(OCc4ccccc4)ccc3N(CCN(C)C(=O)OCc3ccccc3)C(=O)C2O)cc1. Reaction SMILES: [CH2:30]([c:31]1[cH:32][cH:33][cH:34][cH:35][cH:36]1)[O:37][C:38](=[O:39])[N:40]([CH3:41])[CH2:42][CH2:43][Cl:44].[CH3:1][O:2][c:3]1[cH:4][cH:5][c:6]([CH:9]2[S:10][c:11]3[c:12]([cH:18][cH:19][c:20]([O:22][CH2:23][c:24]4[cH:25][cH:26][cH:27][cH:28][cH:29]4)[cH:21]3)[NH:13][C:14](=[O:17])[CH:15]2[OH:16])[cH:7][cH:8]1.[CH3:47][S:48]([CH3:49])=[O:50].[K+:46].[OH-:45]>>[CH3:1][O:2][c:3]1[cH:4][cH:5][c:6]([CH:9]2[S:10][c:11]3[c:12]([cH:18][cH:19][c:20]([O:22][CH2:23][c:24]4[cH:25][cH:26][cH:27][cH:28][cH:29]4)[cH:21]3)[N:13]([CH2:43][CH2:42][N:40]([C:38]([O:37][CH2:30][c:31]3[cH:32][cH:33][cH:34][cH:35][cH:36]3)=[O:39])[CH3:41])[C:14](=[O:17])[CH:15]2[OH:16])[cH:7][cH:8]1. The reactants are C1(CCCC1)OC=1C(=C(C=CC1OC)C(C)=O)O (1-[3-(Cyclopentyloxy)-2-hydroxy-4-methoxyphenyl]ethanone), [H-].[Na+] (sodium hydride), C(OCC)(OCC)=O (diethyl carbonate), Cl (Hydrochloric acid), CC(C)([O-])C.[K+] (Potassium t-butoxide), CC(C)([O-])C.[K+] (potassium t-butoxide). The solvent is O (water). Conditions: time 1 hour. Product: C1(CCCC1)OC=1C(=CC=C2C(=CC(OC12)=O)O)OC (8-(cyclopentyloxy)-4-hydroxy-7-methoxy-2H-chromen-2-one). Reaction SMILES: [CH:1]1([O:6][C:7]2[C:8]([OH:18])=[C:9]([C:15](=[O:17])[CH3:16])[CH:10]=[CH:11][C:12]=2[O:13][CH3:14])[CH2:5][CH2:4][CH2:3][CH2:2]1.[H-].[Na+].[C:21](=O)(OCC)[O:22]CC.Cl.CC(C)([O-])C.[K+]>O>[CH:1]1([O:6][C:7]2[C:12]([O:13][CH3:14])=[CH:11][CH:10]=[C:9]3[C:8]=2[O:18][C:21](=[O:22])[CH:16]=[C:15]3[OH:17])[CH2:2][CH2:3][CH2:4][CH2:5]1 |f:1.2,5.6|. Procedure: 1-[3-(Cyclopentyloxy)-2-hydroxy-4-methoxyphenyl]ethanone (4.25 g, 17 mmol) was added portionwise to a mixture of sodium hydride (1.4 g, 60%, 35 mmol) and diethyl carbonate (30 mL) at rt under N2. The reaction was refluxed for 1 h and then cooled to rt. 10% Hydrochloric acid (30 mL) was added, and the mixture was stirred for 1 h. The reaction was diluted with water (100 mL) and extracted with ethyl acetate (200 mL×2). The combined extracts were dried, filtered, concentrated, and redissolved in t-... Starting materials: Cl.[N+](=O)([O-])C1=CC=C(C=C1)N1CCC(CC1)N1CCNCC1 (1-[1-(4-nitrophenyl)piperidin-4-yl]piperazine monohydrochloride), O1CC(C1)=O (oxetan-3-one), C(C)(=O)O[BH-](OC(C)=O)OC(C)=O.[Na+] (sodium triacetoxyborohydride), C(O)([O-])=O.[Na+] (sodium hydrogen carbonate). Solvent: C(Cl)(Cl)Cl (chloroform), C(C)(=O)O (acetic acid), ClCCl (dichloromethane), C(Cl)(Cl)Cl (chloroform). Run at time 2 day. The product is [N+](=O)([O-])C1=CC=C(C=C1)N1CCC(CC1)N1CCN(CC1)C1COC1 (1-[1-(4-nitrophenyl)piperidin-4-yl]-4-(oxetan-3-yl)piperazine). The yield is 63.2%. RXN SMILES: Cl.[N+:2]([C:5]1[CH:10]=[CH:9][C:8]([N:11]2[CH2:16][CH2:15][CH:14]([N:17]3[CH2:22][CH2:21][NH:20][CH2:19][CH2:18]3)[CH2:13][CH2:12]2)=[CH:7][CH:6]=1)([O-:4])=[O:3].[O:23]1[CH2:26][C:25](=O)[CH2:24]1.C(O[BH-](OC(=O)C)OC(=O)C)(=O)C.[Na+].C(=O)([O-])O.[Na+]>C(Cl)(Cl)Cl.C(O)(=O)C.ClCCl>[N+:2]([C:5]1[CH:6]=[CH:7][C:8]([N:11]2[CH2:12][CH2:13][CH:14]([N:17]3[CH2:22][CH2:21][N:20]([CH:25]4[CH2:26][O:23][CH2:24]4)[CH2:19][CH2:18]3)[CH2:15][CH2:16]2)=[CH:9][CH:10]=1)([O-:4])=[O:3] |f:0.1,3.4,5.6|. Procedure details: A mixture of 1-[1-(4-nitrophenyl)piperidin-4-yl]piperazine monohydrochloride (1 g), oxetan-3-one (300 mg), sodium triacetoxyborohydride (1.02 g), dichloromethane (20 mL), acetic acid (1 mL), and chloroform (30 mL) was stirred at room temperature for 2 days. To the reactant were added a saturated aqueous sodium hydrogen carbonate solution and chloroform, followed by liquid separation. The organic phase was washed with saturated brine and dried over anhydrous magnesium sulfate, and then the solven... Starting materials: BrC(C(OC)OC)C (2-bromo-1,1-dimethoxypropane), O.NN (hydrazine hydrate). Conditions: temperature 140 celsius. The product is COC(C(C)NN)OC ((1,1-Dimethoxypropan-2-yl)hydrazine). As a reaction SMILES: Br[CH:2]([CH3:8])[CH:3]([O:6][CH3:7])[O:4][CH3:5].O.[NH2:10][NH2:11]>>[CH3:5][O:4][CH:3]([O:6][CH3:7])[CH:2]([NH:10][NH2:11])[CH3:8] |f:1.2|. Procedure details: 6.25 g (34.1 mmol) of 2-bromo-1,1-dimethoxypropane and 6.65 ml (137 mmol) of hydrazine hydrate were stirred under reflux in an oil bath at 140° C. for 6 h. After cooling, the two-phase reaction mixture was extracted with 50 ml of tert-butyl methyl ether. The organic phase was filtered, the filtrate was concentrated on a rotary evaporator and the residue was dried under high vacuum. This gave 1.89 g (21% of theory) of a pale yellow oil which was reacted directly, without further purification, in ... The solvent is C(Cl)Cl (DCM), O (water), CC(=O)O (AcOH), O (water). Reaction conditions: time 1 hour. Yield: 99.0%. Yields the product O=S1(CC(CN(C2=C1C=C(C(=C2)SCC)OCC(=O)O)C2=CC=CC=C2)(CC)CCCC)=O (1,1-Dioxo-3-butyl-3-ethyl-5-phenyl-7-ethylthio-8-carboxymethoxy-2,3,4,5-tetrahydro-1,5-benzothiazepine). Starting materials: O=S1(CC(CN(C2=C1C=C(C(=C2)SC)OCC(=O)OCC)C2=CC=CC=C2)(CC)CCCC)=O (1,1-Dioxo-3-butyl-3-ethyl-5-phenyl-7-methylthio-8-ethoxycarbonylmethoxy-2,3,4,5-tetrahydro-1,5-benzothiazepine), C1CCOC1 (THF), [Li+].[OH-] (LiOH). Reported procedure: 1,1-Dioxo-3-butyl-3-ethyl-5-phenyl-7-methylthio-8-ethoxycarbonylmethoxy-2,3,4,5 tetrahydro-1,5-benzothiazepine (Method 43; 478 mg, 0.95 mmol) was added THF (15 ml), water (3 ml) and LiOH (34 mg, 1.4 mmol). The reaction was then stirred for 1 hour. Then AcOH (0.2 ml) was added along with water (10 ml) and DCM (10 ml) The aqueous layer was then extracted three times with DCM. The combined organic phases were then dried and concentrated to give the title compound 450 mg (99%). NMR (400 MHz) 0.7-0.9... RXN SMILES: [O:1]=[S:2]1(=[O:34])[C:8]2[CH:9]=[C:10]([O:15][CH2:16][C:17]([O:19]CC)=[O:18])[C:11]([S:13]C)=[CH:12][C:7]=2[N:6]([C:22]2[CH:27]=[CH:26][CH:25]=[CH:24][CH:23]=2)[CH2:5][C:4]([CH2:30][CH2:31][CH2:32][CH3:33])([CH2:28][CH3:29])[CH2:3]1.[CH2:35]1COC[CH2:36]1.[Li+].[OH-]>C(Cl)Cl.O.CC(O)=O>[O:1]=[S:2]1(=[O:34])[C:8]2[CH:9]=[C:10]([O:15][CH2:16][C:17]([OH:19])=[O:18])[C:11]([S:13][CH2:35][CH3:36])=[CH:12][C:7]=2[N:6]([C:22]2[CH:23]=[CH:24][CH:25]=[CH:26][CH:27]=2)[CH2:5][C:4]([CH2:30][CH2:31][CH2:32][CH3:33])([CH2:28][CH3:29])[CH2:3]1 |f:2.3|. Starting materials: CC[O-].[Na+] (sodium ethylate), C(C)OP(OCC)S (thiophosphorous acid O,O-diethyl ester), C(C=C)Br (allyl bromide). The solvent is C(C)O (ethanol), C1=CC=CC=C1 (benzene). Reaction conditions: temperature 40 celsius, time 3 hour. The product is C(C)OP(OCC)(=S)CC=C (Allylthiophosphonic acid O,O-di-ethyl ester). As a reaction SMILES: [CH2:1]([O:3][P:4]([SH:8])[O:5][CH2:6][CH3:7])[CH3:2].CC[O-].[Na+].[CH2:13](Br)[CH:14]=[CH2:15]>C1C=CC=CC=1.C(O)C>[CH2:1]([O:3][P:4]([CH2:15][CH:14]=[CH2:13])(=[S:8])[O:5][CH2:6][CH3:7])[CH3:2] |f:1.2|. Procedure: 1 mole of thiophosphorous acid O,O-diethyl ester was dissolved in 600 ml of absolute benzene, and 1 mole of sodium ethylate, dissolved in absolute ethanol, was added at 0°-5° C., while cooling. 1.15 moles of allyl bromide were added dropwise to this mixture at 0°-5° C. and the mixture was stirred at 10° to 20° C. for a further 2 hours and at 40° C. for 3 hours. The NaBr which had separated out was filtered off and the filtrate was distilled.